This data is from the Open Reaction Database (ORD), a public repository of structured organic reaction records. The task is: describe an organic reaction: reactants, conditions, products, and yield The reactants are [Cl-], CC(C)(C)OC(=O)NC1CCN(C(=O)C=Cc2cnccc2Oc2ccc([N+](=O)[O-])cc2F)CC1, [NH4+]. Yields the product CC(C)(C)OC(=O)NC1CCN(C(=O)C=Cc2cnccc2Oc2ccc(N)cc2F)CC1. RXN SMILES: [Cl-:36].[F:1][c:2]1[c:3]([O:4][c:5]2[c:6]([CH:11]=[CH:12][C:13](=[O:14])[N:15]3[CH2:16][CH2:17][CH:18]([NH:21][C:22]([O:23][C:24]([CH3:25])([CH3:26])[CH3:27])=[O:28])[CH2:19][CH2:20]3)[cH:7][n:8][cH:9][cH:10]2)[cH:29][cH:30][c:31]([N+:33]([O-:34])=[O:35])[cH:32]1.[NH4+:37]>>[F:1][c:2]1[c:3]([O:4][c:5]2[c:6]([CH:11]=[CH:12][C:13](=[O:14])[N:15]3[CH2:16][CH2:17][CH:18]([NH:21][C:22]([O:23][C:24]([CH3:25])([CH3:26])[CH3:27])=[O:28])[CH2:19][CH2:20]3)[cH:7][n:8][cH:9][cH:10]2)[cH:29][cH:30][c:31]([NH2:33])[cH:32]1. The reactants are BrC=1C(=CN=C2C=CC(=NC12)OC)F (8-bromo-7-fluoro-2-(methyloxy)-1,5-naphthyridine), CC(C)(C)N(C([O-])=O)CCN1CCNCC1 (1,1-dimethylethyl[2-(1-piperazinyl)ethyl]carbamate), C1=CC=C(C=C1)P(C2=CC=CC=C2)C3=C(C4=CC=CC=C4C=C3)C5=C(C=CC6=CC=CC=C65)P(C7=CC=CC=C7)C8=CC=CC=C8 (rac-Binap), C(=O)([O-])[O-].[Cs+].[Cs+] (Cs2CO3). Reagents/catalysts: C=1C=CC(=CC1)/C=C/C(=O)/C=C/C2=CC=CC=C2.C=1C=CC(=CC1)/C=C/C(=O)/C=C/C2=CC=CC=C2.C=1C=CC(=CC1)/C=C/C(=O)/C=C/C2=CC=CC=C2.[Pd].[Pd] (Pd2dba3). Run in O1CCOCC1 (dioxane). Run at temperature 100 celsius, time 15 minute. The product is FC=1C=NC2=CC=C(N=C2C1N1CCN(CC1)CCNC(OC(C)(C)C)=O)OC (1,1-dimethylethyl (2-{4-[3-fluoro-6-(methyloxy)-1,5-naphthyridin-4-yl]-1-piperazinyl}ethyl)carbamate). Yield: 682.5%. As a reaction SMILES: Br[C:2]1[C:3]([F:14])=[CH:4][N:5]=[C:6]2[C:11]=1[N:10]=[C:9]([O:12][CH3:13])[CH:8]=[CH:7]2.CC([N:19]([CH2:23][CH2:24][N:25]1[CH2:30][CH2:29][NH:28][CH2:27][CH2:26]1)[C:20](=[O:22])[O-:21])(C)C.C1C=CC(P([C:44]2C=CC3[C:46](=CC=CC=3)[C:45]=2[C:54]2C3C(=CC=CC=3)C=CC=2P(C2C=CC=CC=2)C2C=CC=CC=2)C2C=CC=CC=2)=CC=1.C([O-])([O-])=O.[Cs+].[Cs+]>O1CCOCC1.C1C=CC(/C=C/C(/C=C/C2C=CC=CC=2)=O)=CC=1.C1C=CC(/C=C/C(/C=C/C2C=CC=CC=2)=O)=CC=1.C1C=CC(/C=C/C(/C=C/C2C=CC=CC=2)=O)=CC=1.[Pd].[Pd]>[F:14][C:3]1[CH:4]=[N:5][C:6]2[C:11]([C:2]=1[N:28]1[CH2:27][CH2:26][N:25]([CH2:24][CH2:23][NH:19][C:20](=[O:22])[O:21][C:45]([CH3:54])([CH3:46])[CH3:44])[CH2:30][CH2:29]1)=[N:10][C:9]([O:12][CH3:13])=[CH:8][CH:7]=2 |f:3.4.5,7.8.9.10.11|. Procedure details: In a sealed tube, 8-bromo-7-fluoro-2-(methyloxy)-1,5-naphthyridine (1.1 g, 4.3 mmol), 1,1-dimethylethyl[2-(1-piperazinyl)ethyl]carbamate (1 g, 4.3 mmol), Pd2dba3 (271 mg, 0.262 mmol), rac-Binap (163 mg, 0.262 mmol), Cs2CO3 (2.98 mg, 9.2 mmol) and 18-C-6 (115 mg, 0.436 mmol) in dioxane (22 mL) were combined and flushed with N2. After 15 min, the tube was sealed and heated to 100° C. while stirring rapidly. After 12 h, the solution was filtered, concentrated and the residue purified via column chr... The reactants are COc1ccc(P2(=S)SP(=S)(c3ccc(OC)cc3)S2)cc1, Cc1ccccc1, CCOC(=O)c1n[nH]c2c(=O)[nH]c3cc(Cl)ccc3c(=O)c12. Product: CCOC(=O)c1n[nH]c2c(=S)[nH]c3cc(Cl)ccc3c(=O)c12. As a reaction SMILES: [CH3:1][O:2][c:3]1[cH:4][cH:5][c:6]([P:7]2(=[S:10])[S:8][P:9]([c:11]3[cH:12][cH:13][c:14]([O:15][CH3:16])[cH:17][cH:18]3)(=[S:19])[S:20]2)[cH:21][cH:22]1.[CH3:45][c:46]1[cH:47][cH:48][cH:49][cH:50][cH:51]1.[Cl:23][c:24]1[cH:25][c:26]2[c:27]([c:28](=[O:42])[c:29]3[c:30]([c:31](=[O:33])[nH:32]2)[nH:34][n:35][c:36]3[C:37](=[O:38])[O:39][CH2:40][CH3:41])[cH:43][cH:44]1>>[S:10]=[c:31]1[c:30]2[c:29]([c:28](=[O:42])[c:27]3[c:26]([cH:25][c:24]([Cl:23])[cH:44][cH:43]3)[nH:32]1)[c:36]([C:37](=[O:38])[O:39][CH2:40][CH3:41])[n:35][nH:34]2. Reactants: [N-]=[N+]=[N-].[Na+] (sodium azide), CS(=O)(=O)OCC(C)(C)S(=O)(=O)C1=CC2=C(N(C(=N2)CC(C)(C)C)CC2CC2)C=C1 (2-{[1-(Cyclopropylmethyl)-2-(2,2-dimethylpropyl)-1H-benzimidazol-5-yl]sulfonyl}-2-methylpropyl Methanesulfonate). Solvent: CN(C)C=O (N,N′-dimethylformamide), CN(C)C=O (N,N′-dimethylformamide). Reaction conditions: temperature 160 celsius, time 24 hour. The product is N(=[N+]=[N-])CC(C)(C)S(=O)(=O)C1=CC2=C(N(C(=N2)CC(C)(C)C)CC2CC2)C=C1 (5-[(2-Azido-1,1-dimethylethyl)sulfonyl]-1-(cyclopropylmethyl)-2-(2,2-dimethylpropyl)-1H-benzimidazole). Isolated yield 73.0%. RXN SMILES: [N-:1]=[N+:2]=[N-:3].[Na+].CS(O[CH2:10][C:11]([S:14]([C:17]1[CH:34]=[CH:33][C:20]2[N:21]([CH2:29][CH:30]3[CH2:32][CH2:31]3)[C:22]([CH2:24][C:25]([CH3:28])([CH3:27])[CH3:26])=[N:23][C:19]=2[CH:18]=1)(=[O:16])=[O:15])([CH3:13])[CH3:12])(=O)=O>CN(C=O)C>[N:1]([CH2:13][C:11]([S:14]([C:17]1[CH:34]=[CH:33][C:20]2[N:21]([CH2:29][CH:30]3[CH2:31][CH2:32]3)[C:22]([CH2:24][C:25]([CH3:26])([CH3:27])[CH3:28])=[N:23][C:19]=2[CH:18]=1)(=[O:16])=[O:15])([CH3:10])[CH3:12])=[N+:2]=[N-:3] |f:0.1|. Procedure: To a solution of sodium azide (176 mg, 2.70 mmol) in N,N′-dimethylformamide (5 mL) was added 2-{[1-(cyclopropylmethyl)-2-(2,2-dimethylpropyl)-1H-benzimidazol-5-yl]sulfonyl}-2-methylpropyl methanesulfonate (Step I, 411 mg, 0.90 mmol) in N,N′-dimethylformamide (3 mL) at room temperature. The mixture was stirred at 160° C. for 24 h. The mixture was washed with ethyl acetate (20 mL×3) and water (30 mL). The combined organic layer was dried over sodium sulfate and concentrated under reduced pressure.... As a reaction SMILES: [CH3:1][NH:2][CH2:3][CH2:4][CH2:5][CH:6]1[C:14]2[C:9](=[CH:10][CH:11]=[CH:12][CH:13]=2)[CH:8]=[CH:7]1.N.[Li].C(O)C>CCOCC>[CH3:1][NH:2][CH2:3][CH2:4][CH2:5][CH:6]1[C:14]2[CH2:13][CH:12]=[CH:11][CH2:10][C:9]=2[CH2:8][CH2:7]1 |^1:15|. Product: CNCCCC1CCC=2CC=CCC12 (4,7-dihydro-1-[3-(methylamino)propyl]indan). The reactants are CNCCCC1C=CC2=CC=CC=C12 (1-[3-(methylamino)propyl]indene), liquid, N (ammonia), [Li] (Lithium), bronze, C(C)O (ethanol). Isolated yield 97.9%. Reported procedure: A solution of 40 g of 1-[3-(methylamino)propyl]indene in 200 ml of absolute ether is added to 2.5 liters of liquid ammonia at -33°C. Lithium ribbon (35 g) is added over 1.5 hours. The bronze mixture is stirred for 1 hour, and treated with absolute ethanol over 2 hours until the blue color is discharged. The ammonia is evaporated overnight, whereupon water and ether are added with cooling in an ice bath. The layers are separated, the aqueous layer reextracted, and the organic layers are dried (po... Solvent: CCOCC (ether). Starting materials: C1(CCCCC1)C1=CC2=C(C(=CO2)C)C=C1 (6-cyclohexyl-3-methyl-benzofuran). Run in C(C)(=O)OCC (ethyl acetate), [Pd] (palladium). Conditions: time 5 hour. Yields the product C1(CCCCC1)C1=CC2=C(C(CO2)C)C=C1 (6-Cyclohexyl-2,3-dihydro-3-methyl-benzofuran). RXN SMILES: [CH:1]1([C:7]2[CH:16]=[CH:15][C:10]3[C:11]([CH3:14])=[CH:12][O:13][C:9]=3[CH:8]=2)[CH2:6][CH2:5][CH2:4][CH2:3][CH2:2]1>C(OCC)(=O)C.[Pd]>[CH:1]1([C:7]2[CH:16]=[CH:15][C:10]3[CH:11]([CH3:14])[CH2:12][O:13][C:9]=3[CH:8]=2)[CH2:2][CH2:3][CH2:4][CH2:5][CH2:6]1. Reported procedure: 9.2 g of 6-cyclohexyl-3-methyl-benzofuran are dissolved in 140 ml of ethyl acetate and hydrogenated in the presence of palladium (10% on active charcoal). After 5 hours, the mixture is filtered and reduced in volume. 6-Cyclohexyl-2,3-dihydro-3-methyl-benzofuran is obtained as an oily product by distillation in a bulb tube at 120°/0.1 mm.